This data is from the Open Reaction Database (ORD), a public repository of structured organic reaction records. The task is: describe an organic reaction: reactants, conditions, products, and yield Reactants: Cc1oc(-c2ccco2)nc1COc1ccc(COc2nn(Cc3ccccc3)cc2CO)cn1, C1CCOC1. The product is Cc1oc(-c2ccco2)nc1COc1ccc(COc2nn(Cc3ccccc3)cc2C=O)cn1. As a reaction SMILES: [CH2:1]([c:2]1[cH:3][cH:4][cH:5][cH:6][cH:7]1)[n:8]1[n:9][c:10]([O:15][CH2:16][c:17]2[cH:18][n:19][c:20]([O:23][CH2:24][c:25]3[n:26][c:27](-[c:31]4[o:32][cH:33][cH:34][cH:35]4)[o:28][c:29]3[CH3:30])[cH:21][cH:22]2)[c:11]([CH2:13][OH:14])[cH:12]1.[O:36]1[CH2:37][CH2:38][CH2:39][CH2:40]1>>[CH2:1]([c:2]1[cH:3][cH:4][cH:5][cH:6][cH:7]1)[n:8]1[n:9][c:10]([O:15][CH2:16][c:17]2[cH:18][n:19][c:20]([O:23][CH2:24][c:25]3[n:26][c:27](-[c:31]4[o:32][cH:33][cH:34][cH:35]4)[o:28][c:29]3[CH3:30])[cH:21][cH:22]2)[c:11]([CH:13]=[O:14])[cH:12]1. Starting materials: Cl.NC(CNC(CN1N=C(N(C1=O)C[C@@H](C(F)(F)F)O)C1=CC=C(C=C1)Cl)=O)C1=C(C(=CC=C1)Cl)Cl (N-[2-Amino-2-(2,3-dichlorophenyl)ethyl]-2-{3-(4-chlorophenyl)-5-oxo-4-[(2S)-3,3,3-trifluoro-2-hydroxypropyl]-4,5-dihydro-1H-1,2,4-triazol-1-yl}acetamide hydrochloride), [O-]C#N.[K+] (potassium cyanate). Product: C(N)(=O)NC(CNC(CN1N=C(N(C1=O)C[C@@H](C(F)(F)F)O)C1=CC=C(C=C1)Cl)=O)C1=C(C(=CC=C1)Cl)Cl (N-[2-(Carbamoylamino)-2-(2,3-dichlorophenyl)ethyl]-2-{3-(4-chlorophenyl)-5-oxo-4-[(2S)-3,3,3-trifluoro-2-hydroxypropyl]-4,5-dihydro-1H-1,2,4-triazol-1-yl}acetamide). Reaction SMILES: Cl.[NH2:2][CH:3]([C:29]1[CH:34]=[CH:33][CH:32]=[C:31]([Cl:35])[C:30]=1[Cl:36])[CH2:4][NH:5][C:6](=[O:28])[CH2:7][N:8]1[C:12](=[O:13])[N:11]([CH2:14][C@H:15]([OH:20])[C:16]([F:19])([F:18])[F:17])[C:10]([C:21]2[CH:26]=[CH:25][C:24]([Cl:27])=[CH:23][CH:22]=2)=[N:9]1.[O-:37][C:38]#[N:39].[K+]>>[C:38]([NH:2][CH:3]([C:29]1[CH:34]=[CH:33][CH:32]=[C:31]([Cl:35])[C:30]=1[Cl:36])[CH2:4][NH:5][C:6](=[O:28])[CH2:7][N:8]1[C:12](=[O:13])[N:11]([CH2:14][C@H:15]([OH:20])[C:16]([F:18])([F:17])[F:19])[C:10]([C:21]2[CH:26]=[CH:25][C:24]([Cl:27])=[CH:23][CH:22]=2)=[N:9]1)(=[O:37])[NH2:39] |f:0.1,2.3|. Procedure details: Analogously to Example 23, 30 mg (51 μmol) of the compound of Example 55A and potassium cyanate gave 19 mg (63% of theory) of the title compound. The solvent is CN(C)C=O (DMF). The yield is 95.4%. Reported procedure: 3-Bromo-1,1,1-trifluoropropane (640 μL, 6 mmol) was added to a mixture of 4-bromothiophenol (945 mg, 5 mmol) and potassium carbonate (760 mg, 5.5 mmol) in DMF (5 ml) and the reaction mixture heated at 40° C. for 1 hour. The mixture was allowed to cool to ambient temperature and poured into water (50 ml) and extracted with EtOAc (2×30 ml). The extracts were combined, washed with brine (3×30 ml), dried (Chemelut column 1010) and evaporated to give the title compound (1.36 g, 95%) as a pale yellow ... Reaction SMILES: Br[CH2:2][CH2:3][C:4]([F:7])([F:6])[F:5].[Br:8][C:9]1[CH:14]=[CH:13][C:12]([SH:15])=[CH:11][CH:10]=1.C(=O)([O-])[O-].[K+].[K+].O>CN(C=O)C>[F:5][C:4]([F:7])([F:6])[CH2:3][CH2:2][S:15][C:12]1[CH:13]=[CH:14][C:9]([Br:8])=[CH:10][CH:11]=1 |f:2.3.4|. The product is FC(CCSC1=CC=C(C=C1)Br)(F)F (1-(3,3,3-Trifluoropropylthio)-4-bromobenzene). Reaction conditions: temperature 40 celsius. Starting materials: O (water), BrCCC(F)(F)F (3-Bromo-1,1,1-trifluoropropane), BrC1=CC=C(C=C1)S (4-bromothiophenol), C([O-])([O-])=O.[K+].[K+] (potassium carbonate). Reactants: Cl (hydrochloric acid), BrC1=CC(=CC(=C1)OCCCOC)F (1-Bromo-3-fluoro-5-(3-methoxypropoxy)benzene), C(=C)OCCO (ethylene glycol monovinyl ether), C([O-])([O-])=O.[K+].[K+] (potassium carbonate). The reagents and catalysts are C(C)(=O)[O-].[Pd+2].C(C)(=O)[O-] (palladium acetate), C1(=CC=CC=C1)P(CCCP(C1=CC=CC=C1)C1=CC=CC=C1)C1=CC=CC=C1 (1,3-bis(diphenylphosphino)propane). The solvent is O (water). Reaction conditions: temperature 90 celsius, time 22 hour. Product: FC=1C=C(C=C(C1)OCCCOC)C(C)=O (1-[3-fluoro-5-(3-methoxypropoxy)phenyl]ethanone). As a reaction SMILES: Br[C:2]1[CH:7]=[C:6]([O:8][CH2:9][CH2:10][CH2:11][O:12][CH3:13])[CH:5]=[C:4]([F:14])[CH:3]=1.[CH:15]([O:17]CCO)=[CH2:16].C(=O)([O-])[O-].[K+].[K+].Cl>C([O-])(=O)C.[Pd+2].C([O-])(=O)C.C1(P(C2C=CC=CC=2)CCCP(C2C=CC=CC=2)C2C=CC=CC=2)C=CC=CC=1.O>[F:14][C:4]1[CH:3]=[C:2]([C:15](=[O:17])[CH3:16])[CH:7]=[C:6]([O:8][CH2:9][CH2:10][CH2:11][O:12][CH3:13])[CH:5]=1 |f:2.3.4,6.7.8|. Reported procedure: 1-Bromo-3-fluoro-5-(3-methoxypropoxy)benzene (4.0 g) was added to water (30.4 mL), and then thereto were added ethylene glycol monovinyl ether (6.8 mL), potassium carbonate (2.52 g), 1,3-bis(diphenylphosphino)propane (125 mg) and palladium acetate (34 mg), and the mixture was heated to stir at 90° C. for 22 hours. After cooling, thereto was added concentrated hydrochloric acid (7.2 mL), and the mixture was stirred at room temperature for 20 minutes. The reaction solution was extracted with ethyl... The reactants are ClCCNC(=O)OC[C@H](OC)COCCCCCCCCCCCCCCCCCC ((R)-1-O-[(2-chloroethyl)carbamoyl]-2-O-methyl-3-O-octadecylglycerine), N1=CC=CC=C1 (pyridine). Conditions: temperature 80 celsius. The product is [Cl-].CO[C@@H](COC(=O)NCC[N+]1=CC=CC=C1)COCCCCCCCCCCCCCCCCCC (1-[2-[1-[(R)-2-methoxy-3-(octadecyloxy)propoxy]formamido]ethyl]pyridinium chloride). RXN SMILES: [Cl:1][CH2:2][CH2:3][NH:4][C:5]([O:7][CH2:8][C@@H:9]([CH2:12][O:13][CH2:14][CH2:15][CH2:16][CH2:17][CH2:18][CH2:19][CH2:20][CH2:21][CH2:22][CH2:23][CH2:24][CH2:25][CH2:26][CH2:27][CH2:28][CH2:29][CH2:30][CH3:31])[O:10][CH3:11])=[O:6].[N:32]1[CH:37]=[CH:36][CH:35]=[CH:34][CH:33]=1>>[Cl-:1].[CH3:11][O:10][C@H:9]([CH2:12][O:13][CH2:14][CH2:15][CH2:16][CH2:17][CH2:18][CH2:19][CH2:20][CH2:21][CH2:22][CH2:23][CH2:24][CH2:25][CH2:26][CH2:27][CH2:28][CH2:29][CH2:30][CH3:31])[CH2:8][O:7][C:5]([NH:4][CH2:3][CH2:2][N+:32]1[CH:37]=[CH:36][CH:35]=[CH:34][CH:33]=1)=[O:6] |f:2.3|. Reported procedure: A solution of 0.035 g of (R)-1-O-[(2-chloroethyl)carbamoyl]-2-O-methyl-3-O-octadecylglycerine is treated with 5 ml of pyridine and heated at 80° C. for 3 days. The solution is evaporated and the residue is treated with toluene by azeotropic distillation. The residue is recrystallized from acetone. There is obtained 1-[2-[1-[(R)-2-methoxy-3-(octadecyloxy)propoxy]formamido]ethyl]pyridinium chloride of melting point 65° C. (dec.).